This data is from the Open Reaction Database (ORD), a public repository of structured organic reaction records. The task is: describe an organic reaction: reactants, conditions, products, and yield Reactants: 3-benzenesulphonyloxymethyl-1-butyl-4-(4-dimethyl-aminophenyl)piperidine, C(CCC)N1CC(C(CC1)C1=CC=C(C=C1)N(C)C)CO (1-Butyl-3-hydroxymethyl-4-(4-dimethylaminophenyl)piperidine), C1OC2=C(O1)C=C(C=C2)O (sesamol), [OH-].[Na+] (NaOH), Cl.CN1C[C@H]([C@@H](CC1)C1=CC=C(C=C1)[N+](=O)[O-])COC1=CC2=C(C=C1)OCO2 ((+)trans-1-methyl-3-(3,4-methylenedioxyphenoxymethyl)-4-(4-nitrophenyl)piperidine, hydrochloride). Run in CC(C)CC(C)O (MIBC). Yields the product Cl.C(CCC)N1C[C@H]([C@@H](CC1)C1=CC=C(C=C1)N(C)C)COC1=CC2=C(C=C1)OCO2 ((+-)trans-1-butyl-4-(4-dimethylaminophenyl)-3-(3,4-methylenedioxyphenoxymethyl)piperidine, hydrochloride). As a reaction SMILES: [CH2:1]([N:5]1[CH2:10][CH2:9][CH:8]([C:11]2[CH:16]=[CH:15][C:14]([N:17]([CH3:19])[CH3:18])=[CH:13][CH:12]=2)[CH:7]([CH2:20][OH:21])[CH2:6]1)[CH2:2][CH2:3][CH3:4].[CH2:22]1[O:26][C:25]2[CH:27]=[C:28](O)[CH:29]=[CH:30][C:24]=2[O:23]1.[OH-].[Na+].[ClH:34].CN1CC[C@@H](C2C=CC([N+]([O-])=O)=CC=2)[C@H](COC2C=CC3OCOC=3C=2)C1>CC(CC(O)C)C>[ClH:34].[CH2:1]([N:5]1[CH2:10][CH2:9][C@@H:8]([C:11]2[CH:12]=[CH:13][C:14]([N:17]([CH3:18])[CH3:19])=[CH:15][CH:16]=2)[C@H:7]([CH2:20][O:21][C:28]2[CH:29]=[CH:30][C:24]3[O:23][CH2:22][O:26][C:25]=3[CH:27]=2)[CH2:6]1)[CH2:2][CH2:3][CH3:4] |f:2.3,4.5,7.8|. Procedure details: 3-benzenesulphonyloxymethyl-1-butyl-4-(4-dimethyl-aminophenyl)piperidine (16) (2 g) (prepared from compound (12), benzenesulphonyl chloride and triethylamine by known procedures) was treated with sesamol (0.73 g) and NaOH (0.21 g) in MIBC as described for the preparation of compound (1). Reflux for 2 h. The crude product was purified several times on a silica gel column using CH2Cl2 /CH3OH 9/1 as eluent. Yield 0.05 g of colorless crystals after precipitation as the hydrochloride. M.p. 211.5°-214... Starting materials: C(N)(=O)COC1=C(OCC(=O)N)C=CC(=C1)S(=O)(=O)NC1=C(C=CC(=C1)OC)[N+](=O)[O-] (2-Carbamoylmethoxy-4-{(5-methoxy-2-nitrophenyl)aminosulfonyl}phenoxyacetamide). The reagents and catalysts are [Pt]=O (platinum oxide). Solvent: CC(=O)N(C)C (dimethylacetamide). Product: C(N)(=O)COC1=C(OCC(=O)N)C=CC(=C1)S(=O)(=O)NC1=C(C=CC(=C1)OC)N (2-Carbamoylmethoxy-4-{(5-methoxy-2-aminophenyl)aminosulfonyl}phenoxyacetamide). RXN SMILES: [C:1]([CH2:4][O:5][C:6]1[CH:16]=[C:15]([S:17]([NH:20][C:21]2[CH:26]=[C:25]([O:27][CH3:28])[CH:24]=[CH:23][C:22]=2[N+:29]([O-])=O)(=[O:19])=[O:18])[CH:14]=[CH:13][C:7]=1[O:8][CH2:9][C:10]([NH2:12])=[O:11])(=[O:3])[NH2:2]>CC(N(C)C)=O.[Pt]=O>[C:1]([CH2:4][O:5][C:6]1[CH:16]=[C:15]([S:17]([NH:20][C:21]2[CH:26]=[C:25]([O:27][CH3:28])[CH:24]=[CH:23][C:22]=2[NH2:29])(=[O:19])=[O:18])[CH:14]=[CH:13][C:7]=1[O:8][CH2:9][C:10]([NH2:12])=[O:11])(=[O:3])[NH2:2]. Procedure details: 2-Carbamoylmethoxy-4-{(5-methoxy-2-nitrophenyl)aminosulfonyl}phenoxyacetamide (Intermediate A67, 14 g, 0.031 mol) in 100 mL of dimethylacetamide was hydrogenated with platinum oxide (0.50 g, 0.0022 mol) as catalyst. After the catalyst was filtered off, the mixture was concentrated under high vacuum. The residue was triturated successively with 1:1 hexanes:ethyl acetate and 2:1 dichloromethane:hexanes. The collected solid, title compound, weighed 12.8 g (97%) after air-drying.